From a dataset of the Open Reaction Database (ORD), a public repository of structured organic reaction records. describe an organic reaction: reactants, conditions, products, and yield Reactants: ClCCl, O=C(O)C(F)(F)F, CC(C)(C)OC(=O)N1CCC(c2nc(-c3cccc(NS(=O)(=O)c4c(F)cccc4F)c3F)c(-c3ccnc(N)n3)s2)CC1. The product is Nc1nccc(-c2sc(C3CCNCC3)nc2-c2cccc(NS(=O)(=O)c3c(F)cccc3F)c2F)n1. RXN SMILES: [Cl:52][CH2:53][Cl:54].[F:45][C:46]([F:47])([F:48])[C:49]([OH:50])=[O:51].[NH2:1][c:2]1[n:3][cH:4][cH:5][c:6](-[c:8]2[c:9](-[c:26]3[c:27]([F:44])[c:28]([NH:32][S:33](=[O:34])(=[O:35])[c:36]4[c:37]([F:43])[cH:38][cH:39][cH:40][c:41]4[F:42])[cH:29][cH:30][cH:31]3)[n:10][c:11]([CH:13]3[CH2:14][CH2:15][N:16]([C:19]([O:20][C:21]([CH3:22])([CH3:23])[CH3:24])=[O:25])[CH2:17][CH2:18]3)[s:12]2)[n:7]1>>[NH2:1][c:2]1[n:3][cH:4][cH:5][c:6](-[c:8]2[c:9](-[c:26]3[c:27]([F:44])[c:28]([NH:32][S:33](=[O:34])(=[O:35])[c:36]4[c:37]([F:43])[cH:38][cH:39][cH:40][c:41]4[F:42])[cH:29][cH:30][cH:31]3)[n:10][c:11]([CH:13]3[CH2:14][CH2:15][NH:16][CH2:17][CH2:18]3)[s:12]2)[n:7]1. Starting materials: NC(C)(C1=NC2=C(N1)C=CC(=C2)C#N)C2=C1C=CN(C1=C(C=C2OC(F)F)C)C(=O)OC(C)(C)C (tert-butyl 4-(1-amino-1-(5-cyano-1H-benzo[d]imidazol-2-yl)ethyl)-5-(difluoromethoxy)-7-methyl-1H-indole-1-carboxylate), C(=O)([O-])[O-].[Cs+].[Cs+] (Cs2CO3). Solvent: CO (MeOH). Conditions: temperature 60 celsius, time 1 hour. Product: NC(C)(C1=C2C=CNC2=C(C=C1OC(F)F)C)C1=NC2=C(N1)C=CC(=C2)C#N ((±)-2-(1-Amino-1-(5-(difluoromethoxy)-7-methyl-1H-indol-4-yl)ethyl)-1H-benzo[d]imidazole-5-carbonitrile). Reaction SMILES: [NH2:1][C:2]([C:15]1[C:23]([O:24][CH:25]([F:27])[F:26])=[CH:22][C:21]([CH3:28])=[C:20]2[C:16]=1[CH:17]=[CH:18][N:19]2C(OC(C)(C)C)=O)([C:4]1[NH:8][C:7]2[CH:9]=[CH:10][C:11]([C:13]#[N:14])=[CH:12][C:6]=2[N:5]=1)[CH3:3].C([O-])([O-])=O.[Cs+].[Cs+]>CO>[NH2:1][C:2]([C:4]1[NH:8][C:7]2[CH:9]=[CH:10][C:11]([C:13]#[N:14])=[CH:12][C:6]=2[N:5]=1)([C:15]1[C:23]([O:24][CH:25]([F:26])[F:27])=[CH:22][C:21]([CH3:28])=[C:20]2[C:16]=1[CH:17]=[CH:18][NH:19]2)[CH3:3] |f:1.2.3|. Reported procedure: To a solution of tert-butyl 4-(1-amino-1-(5-cyano-1H-benzo[d]imidazol-2-yl)ethyl)-5-(difluoromethoxy)-7-methyl-1H-indole-1-carboxylate (77 mg, 0.160 mmol) in MeOH (1.6 mL) at room temperature, Cs2CO3 (261 mg, 0.8 mmol) was added and the reaction was stirred at 60° C. After 1 hour the reaction mixture was loaded directly onto a silica gel column and purified by flash chromatography (0-100% EtOAc in heptanes) to provide the title compound. 1H NMR (400 MHz, DMSO-d6) δ ppm 11.19 (br. s., 1H) 7.96 (b... Reactants: CO, NCCC=Cc1ccc(-c2ccccc2)cc1. Yields the product NCCCCc1ccc(-c2ccccc2)cc1. As a reaction SMILES: [CH3:18][OH:19].[c:1]1(-[c:12]2[cH:13][cH:14][cH:15][cH:16][cH:17]2)[cH:2][cH:3][c:4]([CH:7]=[CH:8][CH2:9][CH2:10][NH2:11])[cH:5][cH:6]1>>[c:1]1(-[c:12]2[cH:13][cH:14][cH:15][cH:16][cH:17]2)[cH:2][cH:3][c:4]([CH2:7][CH2:8][CH2:9][CH2:10][NH2:11])[cH:5][cH:6]1. Reactants: ClC1=C(C=CC(=C1)OC1=NC=NC2=CC(=C(C=C12)OC)O)NC(=O)NCCC (N-{2-Chloro-4-[(7-hydroxy-6-methoxy-4-quinazolinyl)oxy]phenyl}-N′-propylurea), C([O-])([O-])=O.[K+].[K+] (potassium carbonate), C(CCCCBr)Br (pentamethylene bromide). The solvent is CN(C=O)C (N,N-dimethylformamide). Conditions: time 3 hour. Yields the product BrCCCCOC1=C(C=C2C(=NC=NC2=C1)OC1=CC(=C(C=C1)NC(=O)NCCC)Cl)OC (N-(4-{[7-(4-bromobutoxy)-6-methoxy-4-quinazolinyl]-oxy}-2-chlorophenyl)-N′-propylurea). Yield: 46.0%. RXN SMILES: [Cl:1][C:2]1[CH:7]=[C:6]([O:8][C:9]2[C:18]3[C:13](=[CH:14][C:15]([OH:21])=[C:16]([O:19][CH3:20])[CH:17]=3)[N:12]=[CH:11][N:10]=2)[CH:5]=[CH:4][C:3]=1[NH:22][C:23]([NH:25][CH2:26][CH2:27][CH3:28])=[O:24].C(=O)([O-])[O-].[K+].[K+].C(Br)[CH2:36][CH2:37][CH2:38][CH2:39][Br:40]>CN(C)C=O>[Br:40][CH2:39][CH2:38][CH2:37][CH2:36][O:21][C:15]1[CH:14]=[C:13]2[C:18]([C:9]([O:8][C:6]3[CH:5]=[CH:4][C:3]([NH:22][C:23]([NH:25][CH2:26][CH2:27][CH3:28])=[O:24])=[C:2]([Cl:1])[CH:7]=3)=[N:10][CH:11]=[N:12]2)=[CH:17][C:16]=1[O:19][CH3:20] |f:1.2.3|. Procedure details: N-{2-Chloro-4-[(7-hydroxy-6-methoxy-4-quinazolinyl)oxy]phenyl}-N′-propylurea (70 mg), potassium carbonate (30 mg), and pentamethylene bromide (80 μl) were dissolved in N,N-dimethylformamide (5 ml), and the solution was stirred at room temperature for 3 hr. The solvent was removed by distillation under the reduced pressure. Water was added to the residue, and the mixture was extracted with chloroform. The organic layer was dried over anhydrous sodium sulfate. The solvent was removed by distillati... As a reaction SMILES: [CH3:27][C:28]([OH:29])=[O:30].[CH:1]([CH3:2])([CH3:3])[c:4]1[cH:5][cH:6][c:7](-[c:10]2[n:11][c:12]3[c:13]([n:14]2[CH2:15][CH2:16][O:17][CH3:18])[c:19]([O:25][CH3:26])[cH:20][c:21]([C:23]#[N:24])[cH:22]3)[cH:8][cH:9]1.[cH:31]1[cH:32][cH:33][n:34][cH:35][cH:36]1>>[CH:1]([CH3:2])([CH3:3])[c:4]1[cH:5][cH:6][c:7](-[c:10]2[n:11][c:12]3[c:13]([n:14]2[CH2:15][CH2:16][O:17][CH3:18])[c:19]([O:25][CH3:26])[cH:20][c:21]([CH:23]=[O:29])[cH:22]3)[cH:8][cH:9]1. The reactants are CC(=O)O, COCCn1c(-c2ccc(C(C)C)cc2)nc2cc(C#N)cc(OC)c21, c1ccncc1. The product is COCCn1c(-c2ccc(C(C)C)cc2)nc2cc(C=O)cc(OC)c21.